From a dataset of the Open Reaction Database (ORD), a public repository of structured organic reaction records. describe an organic reaction: reactants, conditions, products, and yield Reactants: FC1=CC(=C(C=C1F)C1=C(C=NC=C1)N(C(C1=CC(=NC(=C1)C(F)(F)F)C(F)(F)F)=O)CCS(=O)(=O)C)OC (N-[4-(4,5-Difluoro-2-methoxy-phenyl)-pyridin-3-yl]-N-(2-methanesulfonyl-ethyl)-2,6-bis-trifluoromethyl-isonicotinamide), C(C)(C)(C)OC(NC=1C=NC=CC1C1=C(C=CC=C1)OC(F)(F)F)=O ([4-(2-trifluoromethoxy-phenyl)-pyridin-3-yl]-carbamic acid tert-butyl ester), ClCCS(=O)(=O)C (1-chloro-2-(methylsulfonyl)ethane). The solvent is CCCCCC.CCOC(=O)C (n-hexane EtOAc). Yields the product C(C)(C)(C)OC(N(C=1C=NC=CC1C1=C(C=CC=C1)OC(F)(F)F)CCS(=O)(=O)C)=O ((2-Methanesulfonyl-ethyl)-[4-(2-trifluoromethoxy-phenyl)-pyridin-3-yl]-carbamic acid tert-butyl ester). Reaction SMILES: FC1C(F)=CC(C2C=CN=CC=2N([CH2:32][CH2:33][S:34]([CH3:37])(=[O:36])=[O:35])C(=O)C2C=C(C(F)(F)F)N=C(C(F)(F)F)C=2)=C(OC)C=1.[C:40]([O:44][C:45](=[O:64])[NH:46][C:47]1[CH:48]=[N:49][CH:50]=[CH:51][C:52]=1[C:53]1[CH:58]=[CH:57][CH:56]=[CH:55][C:54]=1[O:59][C:60]([F:63])([F:62])[F:61])([CH3:43])([CH3:42])[CH3:41].ClCCS(C)(=O)=O>CCCCCC.CCOC(C)=O>[C:40]([O:44][C:45](=[O:64])[N:46]([CH2:32][CH2:33][S:34]([CH3:37])(=[O:36])=[O:35])[C:47]1[CH:48]=[N:49][CH:50]=[CH:51][C:52]=1[C:53]1[CH:58]=[CH:57][CH:56]=[CH:55][C:54]=1[O:59][C:60]([F:61])([F:62])[F:63])([CH3:43])([CH3:41])[CH3:42] |f:3.4|. Procedure: The title compound was prepared in analogy to example 298, intermediate b, from [4-(2-trifluoromethoxy-phenyl)-pyridin-3-yl]-carbamic acid tert-butyl ester and 1-chloro-2-(methylsulfonyl)ethane and using a gradient of n-hexane:EtOAc (50:50 to 40:60) for the chromatographic purification. Colourless sticky solid (96%). MS (ESI): m/z=461.4 [M+H]+. Starting materials: C(=O)(Cl)Cl (phosgene), ClC1CCC(CC1)C1=NN=C(S1)N (5-(4-Chlorocyclohexyl)-2-amino-1,3,4-thiadiazole). Solvent: C(C)(=O)OCC (ethyl acetate). Product: ClC1CCC(CC1)C1=NN=C(S1)N=C=O (5-(4-chlorocyclohexyl)-1,3,4-thiadiazol-2-yl isocyanate). Reaction SMILES: [C:1](Cl)(Cl)=[O:2].[Cl:5][CH:6]1[CH2:11][CH2:10][CH:9]([C:12]2[S:16][C:15]([NH2:17])=[N:14][N:13]=2)[CH2:8][CH2:7]1>C(OCC)(=O)C>[Cl:5][CH:6]1[CH2:7][CH2:8][CH:9]([C:12]2[S:16][C:15]([N:17]=[C:1]=[O:2])=[N:14][N:13]=2)[CH2:10][CH2:11]1. Reported procedure: A saturated solution of phosgene in ethyl acetate (500 ml) is charged into a glass reaction vessel equipped with a mechanical stirrer. 5-(4-Chlorocyclohexyl)-2-amino-1,3,4-thiadiazole (6 grams) is added to the reaction vessel and the resulting mixture is stirred and heated at reflux for a period of about 4 hours, resulting in the formation of a precipitate. The reaction mixture is then purged with nitrogen gas to remove unreacted phosgene. The purged mixture is then filtered to recover the preci...